From a dataset of the Open Reaction Database (ORD), a public repository of structured organic reaction records. describe an organic reaction: reactants, conditions, products, and yield Starting materials: O1C(CCCC1)N1N=CC2=CC(=CC=C12)/C=C/C1=NC(=NC=N1)NC1=CC=C(C=C1)C(F)(F)F ((E)-4-(2-(1-(tetrahydro-2H-pyran-2-yl)-1H-indazol-5-yl)vinyl)-N-(4-(trifluoromethyl)phenyl)-1,3,5-triazin-2-amine). The reagents and catalysts are [Pd] (Pd—C). Solvent: C(C)(=O)OCC (ethyl acetate). Conditions: time 8 hour. Yields the product O1C(CCCC1)N1N=CC2=CC(=CC=C12)CCC1=NC(=NC=N1)NC1=CC=C(C=C1)C(F)(F)F (4-(2-(1-(tetrahydro-2H-pyran-2-yl)-1H-indazol-5-yl)ethyl)-N-(4-(trifluoromethyl)phenyl)-1,3,5-triazin-2-amine). Isolated yield 100.1%. Reaction SMILES: [O:1]1[CH2:6][CH2:5][CH2:4][CH2:3][CH:2]1[N:7]1[C:15]2[C:10](=[CH:11][C:12](/[CH:16]=[CH:17]/[C:18]3[N:23]=[CH:22][N:21]=[C:20]([NH:24][C:25]4[CH:30]=[CH:29][C:28]([C:31]([F:34])([F:33])[F:32])=[CH:27][CH:26]=4)[N:19]=3)=[CH:13][CH:14]=2)[CH:9]=[N:8]1>C(OCC)(=O)C.[Pd]>[O:1]1[CH2:6][CH2:5][CH2:4][CH2:3][CH:2]1[N:7]1[C:15]2[C:10](=[CH:11][C:12]([CH2:16][CH2:17][C:18]3[N:23]=[CH:22][N:21]=[C:20]([NH:24][C:25]4[CH:30]=[CH:29][C:28]([C:31]([F:34])([F:32])[F:33])=[CH:27][CH:26]=4)[N:19]=3)=[CH:13][CH:14]=2)[CH:9]=[N:8]1. Procedure details: To a solution of (E)-4-(2-(1-(tetrahydro-2H-pyran-2-yl)-1H-indazol-5-yl)vinyl)-N-(4-(trifluoromethyl)phenyl)-1,3,5-triazin-2-amine (0.03 g, 0.064 mmol) in ethyl acetate (3 mL), Pd—C (0.014 g, 0.129 mmol) was added and the reaction mixture was stirred at room temperature under H2 overnight. The reaction mixture was filtered through a pad of celite, washed with ethyl acetate, and concentrated to get 4-(2-(1-(tetrahydro-2H-pyran-2-yl)-1H-indazol-5-yl)ethyl)-N-(4-(trifluoromethyl)phenyl)-1,3,5-triaz... The reactants are CC1CN(C(=O)OC(C)(C)C)CCN1, CN1CCCC1=O, CCOC(C)=O, CCN(C(C)C)C(C)C, CC1CCc2ncnc(Cl)c21. Yields the product CC1CCc2ncnc(N3CCN(C(=O)OC(C)(C)C)CC3C)c21. RXN SMILES: [CH3:12][CH:13]1[CH2:14][N:15]([C:19](=[O:20])[O:21][C:22]([CH3:23])([CH3:24])[CH3:25])[CH2:16][CH2:17][NH:18]1.[CH3:35][N:36]1[CH2:37][CH2:38][CH2:39][C:40]1=[O:41].[CH3:42][CH2:43][O:44][C:45](=[O:46])[CH3:47].[CH:26]([N:27]([CH:28]([CH3:29])[CH3:30])[CH2:31][CH3:32])([CH3:33])[CH3:34].[Cl:1][c:2]1[c:3]2[c:4]([n:5][cH:6][n:7]1)[CH2:8][CH2:9][CH:10]2[CH3:11]>>[c:2]1([N:18]2[CH:13]([CH3:12])[CH2:14][N:15]([C:19](=[O:20])[O:21][C:22]([CH3:23])([CH3:24])[CH3:25])[CH2:16][CH2:17]2)[c:3]2[c:4]([n:5][cH:6][n:7]1)[CH2:8][CH2:9][CH:10]2[CH3:11]. As a reaction SMILES: [C:1](=[O:4])([O-])[O-:2].[Cs+].[Cs+].[C:7]1(S)[CH:12]=[CH:11][CH:10]=[CH:9]C=1.[OH2:14].[C:15](#[N:17])[CH3:16]>>[O:2]1[CH2:12][CH2:11][CH2:10][CH2:9][CH:1]1[O:4][CH2:16][CH2:15][NH:17][CH2:7][C:12]1[O:14][CH:9]=[CH:10][CH:11]=1 |f:0.1.2|. Reaction conditions: time 2 hour. Procedure details: N-Furfuryl-2-nitro-N-[2-(tetrahydropyran-2-yloxy)ethyl]benzenesulfonamide (10 g, 24 mmol) obtained in Reference Example 11, Step 3 was dissolved in acetonitrile (0.10 L). To the solution were added cesium carbonate (24 g, 74 mmol) and thiophenol (3.0 mL, 29 mmol), followed by stirring for 2 hours, while the temperature was raised from room temperature to 80° C. To the reaction mixture was added water, and the mixture was extracted with ethyl acetate. The organic layer was dried over anhydrous so... The yield is 65.0%. The reactants are C(C)#N (acetonitrile), C([O-])([O-])=O.[Cs+].[Cs+] (cesium carbonate), C1(=CC=CC=C1)S (thiophenol), O (water). Yields the product O1C(CCCC1)OCCNCC1=CC=CO1 (N-[2-(tetrahydropyran-2-yloxy)ethyl]furfurylamine). The reactants are CCOC(=O)CCc1ccc(OCc2ccc(Cn3nc(C(C)(C)C)cc3-c3ccccc3)cc2)cc1F, CO, Cl, [Na+], C1CCOC1, [OH-], O. The product is CC(C)(C)c1cc(-c2ccccc2)n(Cc2ccc(COc3ccc(CCC(=O)O)c(F)c3)cc2)n1. Reaction SMILES: [C:1]([CH3:2])([CH3:3])([CH3:4])[c:5]1[n:6][n:7]([CH2:16][c:17]2[cH:18][cH:19][c:20]([CH2:21][O:22][c:23]3[cH:24][c:25]([F:36])[c:26]([CH2:29][CH2:30][C:31](=[O:32])[O:33][CH2:34][CH3:35])[cH:27][cH:28]3)[cH:37][cH:38]2)[c:8](-[c:10]2[cH:11][cH:12][cH:13][cH:14][cH:15]2)[cH:9]1.[CH3:42][OH:43].[ClH:41].[Na+:40].[O:44]1[CH2:45][CH2:46][CH2:47][CH2:48]1.[OH-:39].[OH2:49]>>[C:1]([CH3:2])([CH3:3])([CH3:4])[c:5]1[n:6][n:7]([CH2:16][c:17]2[cH:18][cH:19][c:20]([CH2:21][O:22][c:23]3[cH:24][c:25]([F:36])[c:26]([CH2:29][CH2:30][C:31](=[O:32])[OH:33])[cH:27][cH:28]3)[cH:37][cH:38]2)[c:8](-[c:10]2[cH:11][cH:12][cH:13][cH:14][cH:15]2)[cH:9]1. Starting materials: CC=1C=CC(=CC1)C(C)C (p-cymene), CC1CCC=2C(=NC(N(C2C1)C(C)C)=O)C1=CC=CC=C1 (7-methyl-1-isopropyl-4-phenyl-5,6,7,8-tetrahydro-2(1H)-quinazolinone), CC=1C=CC(=CC1)C(C)C (p-cymene), ferric oxide, [S] (sulfur). Conditions: temperature 175 celsius, time 40 minute. Yields the product CC1=CC=C2C(=NC(N(C2=C1)C(C)C)=O)C1=CC=CC=C1 (7-methyl-1-isopropyl-4-phenyl-quinazolin-2(1H)-one). As a reaction SMILES: CC1C=CC(C(C)C)=CC=1.[S].[CH3:12][CH:13]1[CH2:22][C:21]2[N:20]([CH:23]([CH3:25])[CH3:24])[C:19](=[O:26])[N:18]=[C:17]([C:27]3[CH:32]=[CH:31][CH:30]=[CH:29][CH:28]=3)[C:16]=2[CH2:15][CH2:14]1>>[CH3:12][C:13]1[CH:22]=[C:21]2[C:16]([C:17]([C:27]3[CH:32]=[CH:31][CH:30]=[CH:29][CH:28]=3)=[N:18][C:19](=[O:26])[N:20]2[CH:23]([CH3:25])[CH3:24])=[CH:15][CH:14]=1 |^3:10|. Reported procedure: A mixture of 200 ml. of p-cymene, 40 g. of ferric oxide and 7 g. of sulfur is heated to reflux (ca. 175° C.), and there is then added thereto dropwise over a period of 40 minutes a hot (130° C.) solution of 28.2 g. of 7-methyl-1-isopropyl-4-phenyl-5,6,7,8-tetrahydro-2(1H)-quinazolinone in 200 mls. of p-cymene. The resulting solution is refluxed for 3.5 hours during which time 1.8 mls. of water are collected in a Dean Stark separator. The reaction solution is then cooled to 28° C. and filtered th... Reactants: OO (hydrogen peroxide), hexaammonium heptamolybdate tetrahydrate, C(C)O (ethanol), C(C)OC(\C=C(\CCSC1=NN=NN1C1=CC=CC=C1)/C)=O (ethyl-(2E)-3-methyl-5-[(1-phenyl-1-H-tetrazol-5-yl)thio]pent-2-enoate). Solvent: C(C)(=O)OCC (ethyl acetate). Run at time 12 hour. The product is COC(\C=C(\CCSC1=NN=NN1C1=CC=CC=C1)/C)=O (methyl-(2E)-3-methyl-5-[(1-phenyl-1-H-tetrazol-5-yl)thio]pent-2-enoate). Isolated yield 99.4%. Reaction SMILES: OO.C(O)C.[CH2:6]([O:8][C:9](=[O:27])/[CH:10]=[C:11](\[CH3:26])/[CH2:12][CH2:13][S:14][C:15]1[N:19]([C:20]2[CH:25]=[CH:24][CH:23]=[CH:22][CH:21]=2)[N:18]=[N:17][N:16]=1)C>C(OCC)(=O)C>[CH3:6][O:8][C:9](=[O:27])/[CH:10]=[C:11](\[CH3:26])/[CH2:12][CH2:13][S:14][C:15]1[N:19]([C:20]2[CH:25]=[CH:24][CH:23]=[CH:22][CH:21]=2)[N:18]=[N:17][N:16]=1. Reported procedure: About 30% hydrogen peroxide solution (47.4 ml, 418.0 mmol) solution of hexaammonium heptamolybdate tetrahydrate (542 mg, 0.44 mmol) was added to an ethanol (200 ml) solution of ethyl-(2E)-3-methyl-5-[(1-phenyl-1-H-tetrazol-5-yl)thio]pent-2-enoate (13.31 g, 41.80 mmol) at room temperature. After stirred for at the same temperature for 12 hours, the reaction solution was diluted with ethyl acetate and washed with distilled water and brine. After the organic layer was dried over anhydrous sodium su... The reactants are CCC(CCC(C)C1CCC2C1(CCC3C2CCC4C3(CCC(C4)O)C)C)C(C)C (sitostanol), CC[C@H](CC[C@@H](C)[C@H]1CC[C@@H]2[C@@]1(CC[C@H]3[C@H]2CC[C@@H]4[C@@]3(CC[C@@H](C4)O)C)C)C(C)C (stigmastanol). The product is CC[C@H](CC[C@@H](C)[C@H]1CC[C@@H]2[C@@]1(CC[C@H]3[C@H]2CC=C4[C@@]3(CC[C@@H](C4)O)C)C)C(C)C (sitosterol). As a reaction SMILES: [CH3:1][CH2:2][CH:3]([CH:28]([CH3:30])[CH3:29])[CH2:4][CH2:5][CH:6]([CH:8]1[C:12]2([CH3:27])[CH2:13][CH2:14][CH:15]3[C:20]4([CH3:26])[CH2:21][CH2:22][CH:23]([OH:25])[CH2:24][CH:19]4[CH2:18][CH2:17][CH:16]3[CH:11]2[CH2:10][CH2:9]1)[CH3:7].CC[C@@H](C(C)C)CC[C@H]([C@@H]1[C@@]2(C)CC[C@@H]3[C@@]4(C)CC[C@H](O)C[C@@H]4CC[C@H]3[C@@H]2CC1)C>>[CH3:1][CH2:2][C@@H:3]([CH:28]([CH3:29])[CH3:30])[CH2:4][CH2:5][C@H:6]([C@@H:8]1[C@@:12]2([CH3:27])[CH2:13][CH2:14][C@@H:15]3[C@@:20]4([CH3:26])[CH2:21][CH2:22][C@H:23]([OH:25])[CH2:24][C:19]4=[CH:18][CH2:17][C@H:16]3[C@@H:11]2[CH2:10][CH2:9]1)[CH3:7]. Procedure: Pure sitostanol or stigmastanol is a commercial product obtained by catalytic hydrogenation of sitosterol. Its synthesis from beta-sitosterol was described in 1937: Bernstein, Wallis, J. Org. Chem Soc., 2, 341.